Dataset: the Open Reaction Database (ORD), a public repository of structured organic reaction records. Task: describe an organic reaction: reactants, conditions, products, and yield The reactants are C(C)O (ethanol), NC1=C(SC=C1)C(=O)OC (methyl 3-amino-2-thiophenecarboxylate), C(CC)N=C=S (n-propyl isothiocyanate). Solvent: C(C)N(CC)CC (triethylamine). Yields the product C(CC)N1C(NC2=C(C1=O)SC=C2)=S (2,3-dihydro-3-propyl-2-thioxothieno[3,2-d]pyrimidin-4(1H)-one). Reaction SMILES: C(O)C.[NH2:4][C:5]1[CH:9]=[CH:8][S:7][C:6]=1[C:10]([O:12]C)=O.[CH2:14]([N:17]=[C:18]=[S:19])[CH2:15][CH3:16]>C(N(CC)CC)C>[CH2:14]([N:17]1[C:10](=[O:12])[C:6]2[S:7][CH:8]=[CH:9][C:5]=2[NH:4][C:18]1=[S:19])[CH2:15][CH3:16]. Reported procedure: To a suspension of 150 mL of ethanol containing 9.5 g of methyl 3-amino-2-thiophenecarboxylate was added dropwise 9.3 mL of n-propyl isothiocyanate with stirring. To this reaction mixture was added 12.64 mL of triethylamine. The reaction mixture was heated at reflux for 3 h, allowed to cool to room temperature and then stirred for approximately 24 h. The mixture was then heated at reflux for an additional 32 h, cooled to approximately 5° C. and filtered to obtain 5.5 g of the title compound of S... Solvent: CO (MeOH). The reactants are CNC(C=C)=O (N-Methylacrylamide), COCCN (2-Methoxyethylamine), CCO (EtOH). Reaction SMILES: [CH3:1][NH:2][C:3](=[O:6])[CH:4]=[CH2:5].[CH3:7][O:8][CH2:9][CH2:10][NH2:11].CCO>CO>[CH3:7][O:8][CH2:9][CH2:10][NH:11][CH2:5][CH2:4][C:3]([NH:2][CH3:1])=[O:6]. Yield: 64.6%. Procedure: N-Methylacrylamide (ABCR; 500 mg, 5.87 mmol), 2-Methoxyethylamine (Aldrich; 441 mg, 5.87 mmol), and EtOH (2 mL) were combined and heated in a microwave at 140° C. for 40 minutes. The reaction mixture was cooled and added to a 5 g SCX-2 column pre-wet with MeOH (2 column volumes), flushed with MeOH (2 column volumes) then the product eluted with 2M ammonia in MeOH. Product containing fractions were evaporated in vacuo to give the title compound as a clear oil (608 mg, 65%) Yields the product COCCNCCC(=O)NC (3-(2-methoxyethylamino)-N-methyl-propanamide). Conditions: temperature 140 celsius. The reactants are NC=1C(=NC(=C(N1)C1=CC=C(C=C1)OC)C1=CN(C(C=C1)=O)C(C)C)C(=O)N (3-amino-6-(1-isopropyl-6-oxo-1,6-dihydro-3-pyridyl)-5-(4-methoxyphenyl)-2-pyrazinecarboxamide), [OH-].[Na+] (NaOH), Cl (HCl). Solvent: O1CCOCC1 (dioxane). Run at temperature 100 celsius. Product: NC=1C(=NC(=C(N1)C1=CC=C(C=C1)OC)C1=CN(C(C=C1)=O)C(C)C)C(=O)O (3-amino-6-(1-isopropyl-6-oxo-1,6-dihydro-3-pyridyl)-5-(4-methoxyphenyl)-2-pyrazinecarboxylic acid). RXN SMILES: [NH2:1][C:2]1[C:3]([C:26](N)=[O:27])=[N:4][C:5]([C:16]2[CH:21]=[CH:20][C:19](=[O:22])[N:18]([CH:23]([CH3:25])[CH3:24])[CH:17]=2)=[C:6]([C:8]2[CH:13]=[CH:12][C:11]([O:14][CH3:15])=[CH:10][CH:9]=2)[N:7]=1.[OH-:29].[Na+].Cl>O1CCOCC1>[NH2:1][C:2]1[C:3]([C:26]([OH:27])=[O:29])=[N:4][C:5]([C:16]2[CH:21]=[CH:20][C:19](=[O:22])[N:18]([CH:23]([CH3:25])[CH3:24])[CH:17]=2)=[C:6]([C:8]2[CH:13]=[CH:12][C:11]([O:14][CH3:15])=[CH:10][CH:9]=2)[N:7]=1 |f:1.2|. Procedure: To a suspention of 3-amino-6-(1-isopropyl-6-oxo-1,6-dihydro-3-pyridyl)-5-(4-methoxyphenyl)-2-pyrazinecarboxamide (210 mg) in dioxane (2 ml) was added an aq. NaOH (2M, 4 ml) and this solution was heated at 100° C. for 4 hours. This reaction mixture was cooled to room temperature and the pH of this solution was adjusted to 2.5 with 2N aq. HCl. The precipitate was collected by filtration and washed with water to give 3-amino-6-(1-isopropyl-6-oxo-1,6-dihydro-3-pyridyl)-5-(4-methoxyphenyl)-2-pyrazine... The reactants are COc1ccc2cc(S(=O)(=O)[O-])ccc2c1, CN(C)C=O, O, O=S(Cl)Cl. Product: COc1ccc2cc(S(=O)(=O)Cl)ccc2c1. RXN SMILES: [CH3:5][O:6][c:7]1[cH:8][c:9]2[cH:10][cH:11][c:12]([S:17](=[O:18])(=[O:19])[O-:20])[cH:13][c:14]2[cH:15][cH:16]1.[O:22]=[CH:23][N:24]([CH3:25])[CH3:26].[OH2:21].[S:1]([Cl:2])([Cl:3])=[O:4]>>[Cl:3][S:17]([c:12]1[cH:11][cH:10][c:9]2[cH:8][c:7]([O:6][CH3:5])[cH:16][cH:15][c:14]2[cH:13]1)(=[O:18])=[O:20]. The reactants are CC(C)(C)OC(=O)N1CC(O)CC1CO, ClCCl, CC(C)OC(=O)N=NC(=O)OC(C)C, c1ccc(P(c2ccccc2)c2ccccc2)cc1. The product is CC(C)(C)OC(=O)N1CC2CC1CO2. Reaction SMILES: [C:1]([CH3:2])([CH3:3])([CH3:4])[O:5][C:6](=[O:7])[N:8]1[CH:9]([CH2:14][OH:15])[CH2:10][CH:11]([OH:13])[CH2:12]1.[Cl:49][CH2:50][Cl:51].[O:35]=[C:36]([O:37][CH:38]([CH3:39])[CH3:40])[N:41]=[N:42][C:43]([O:44][CH:45]([CH3:46])[CH3:47])=[O:48].[c:16]1([P:17]([c:18]2[cH:19][cH:20][cH:21][cH:22][cH:23]2)[c:24]2[cH:25][cH:26][cH:27][cH:28][cH:29]2)[cH:30][cH:31][cH:32][cH:33][cH:34]1>>[C:1]([CH3:2])([CH3:3])([CH3:4])[O:5][C:6](=[O:7])[N:8]1[CH:9]2[CH2:10][CH:11]([CH2:12]1)[O:15][CH2:14]2. The reactants are ClC=1N=C(NC1CC)C(=O)N[C@@H]1[C@@H](CN(CC1)C=1SC(=C(N1)C(=O)O)C(=O)OCC)OCCC (cis(±)-2-(4-{[(4-chloro-5-ethyl-1H-imidazol-2-yl)carbonyl]amino}-3-propoxypiperidin-1-yl)-5-(ethoxycarbonyl)-1,3-thiazole-4-carboxylic acid), CCN=C=NCCCN(C)C.Cl (WSC hydrochloride), C=1C=CC2=C(C1)N=NN2O (HOBT), ClC=1N=C(NC1CC)C(=O)N[C@@H]1[C@@H](CN(CC1)C=1SC(=C(N1)C(=O)O)C(=O)OCC)OCCC (cis(±)-2-(4-{[(4-Chloro-5-ethyl-1H-imidazol-2-yl)carbonyl]amino}-3-propoxypiperidin-1-yl)-5-(ethoxycarbonyl)-1,3-thiazole-4-carboxylic acid), Cl.CN (methylamine hydrochloride). The product is ClC=1N=C(NC1CC)C(=O)N[C@@H]1[C@@H](CN(CC1)C=1SC(=C(N1)C(NC)=O)C(=O)OCC)OCCC (Ethyl cis(±)-2-(4-{[(4-chloro-5-ethyl-1H-imidazol-2-yl)carbonyl]amino}-3-propoxypiperidin-1-yl)-4-(methylcarbamoyl)-1,3-thiazole-5-carboxylate). The yield is 77.0%. As a reaction SMILES: [Cl:1][C:2]1[N:3]=[C:4]([C:9]([NH:11][C@H:12]2[CH2:17][CH2:16][N:15]([C:18]3[S:19][C:20]([C:26]([O:28][CH2:29][CH3:30])=[O:27])=[C:21]([C:23](O)=[O:24])[N:22]=3)[CH2:14][C@H:13]2[O:31][CH2:32][CH2:33][CH3:34])=[O:10])[NH:5][C:6]=1[CH2:7][CH3:8].Cl.CN.C[CH2:39][N:40]=C=NCCCN(C)C.Cl.C1C=CC2N(O)N=NC=2C=1>>[Cl:1][C:2]1[N:3]=[C:4]([C:9]([NH:11][C@H:12]2[CH2:17][CH2:16][N:15]([C:18]3[S:19][C:20]([C:26]([O:28][CH2:29][CH3:30])=[O:27])=[C:21]([C:23](=[O:24])[NH:40][CH3:39])[N:22]=3)[CH2:14][C@H:13]2[O:31][CH2:32][CH2:33][CH3:34])=[O:10])[NH:5][C:6]=1[CH2:7][CH3:8] |f:1.2,3.4|. Reported procedure: The same operation as in Example (1g) was performed using cis(±)-2-(4-{[(4-chloro-5-ethyl-1H-imidazol-2-yl)carbonyl]amino}-3-propoxypiperidin-1-yl)-5-(ethoxycarbonyl)-1,3-thiazole-4-carboxylic acid obtained by the method described in Example (74c) (223 mg, 0.43 mmol), methylamine hydrochloride (60 mg, 0.89 mmol), WSC hydrochloride (260 mg, 1.36 mmol) and HOBT (60 mg, 0.44 mmol), to obtain 142.5 mg of the title compound as a white solid (77%).